From a dataset of the Open Reaction Database (ORD), a public repository of structured organic reaction records. describe an organic reaction: reactants, conditions, products, and yield Starting materials: CCN=C=NCCCN(C)C, CN(C)c1ccncc1, O=C(O)c1cccc(Oc2ccc3nc(NC(=O)C4CC4)oc3c2)c1, Cl, Nc1cccc(C(F)(F)F)c1, c1ccncc1. Product: O=C(Nc1cccc(C(F)(F)F)c1)c1cccc(Oc2ccc3nc(NC(=O)C4CC4)oc3c2)c1. Reaction SMILES: [CH2:38]([N:39]=[C:40]=[N:41][CH2:42][CH2:43][CH2:44][N:45]([CH3:46])[CH3:47])[CH3:48].[CH3:55][N:56]([CH3:57])[c:58]1[cH:59][cH:60][n:61][cH:62][cH:63]1.[CH:1]1([C:4](=[O:5])[NH:6][c:7]2[o:8][c:9]3[c:10]([n:11]2)[cH:12][cH:13][c:14]([O:16][c:17]2[cH:18][c:19]([C:20](=[O:21])[OH:22])[cH:23][cH:24][cH:25]2)[cH:15]3)[CH2:2][CH2:3]1.[ClH:37].[F:26][C:27]([c:28]1[cH:29][c:30]([NH2:31])[cH:32][cH:33][cH:34]1)([F:35])[F:36].[cH:49]1[cH:50][cH:51][n:52][cH:53][cH:54]1>>[CH:1]1([C:4](=[O:5])[NH:6][c:7]2[o:8][c:9]3[c:10]([n:11]2)[cH:12][cH:13][c:14]([O:16][c:17]2[cH:18][c:19]([C:20](=[O:21])[NH:31][c:30]4[cH:29][c:28]([C:27]([F:26])([F:35])[F:36])[cH:34][cH:33][cH:32]4)[cH:23][cH:24][cH:25]2)[cH:15]3)[CH2:2][CH2:3]1.